Dataset: the Open Reaction Database (ORD), a public repository of structured organic reaction records. Task: describe an organic reaction: reactants, conditions, products, and yield Starting materials: O=Cc1c(F)cncc1Br, O=C([O-])[O-], Cn1c(=O)oc2ccc(B3OC(C)(C)C(C)(C)O3)cc21, [Na+], [Na+], CN(C)C=O, Cl[Pd]Cl, c1ccc(P(c2ccccc2)c2ccccc2)cc1, c1ccc(P(c2ccccc2)c2ccccc2)cc1. Yields the product Cn1c(=O)oc2ccc(-c3cncc(F)c3C=O)cc21. As a reaction SMILES: [Br:21][c:22]1[cH:23][n:24][cH:25][c:26]([F:30])[c:27]1[CH:28]=[O:29].[C:31](=[O:32])([O-:33])[O-:34].[CH3:1][n:2]1[c:3](=[O:20])[o:4][c:5]2[c:6]1[cH:7][c:8]([B:11]1[O:12][C:13]([CH3:14])([CH3:15])[C:16]([CH3:17])([CH3:18])[O:19]1)[cH:9][cH:10]2.[Na+:35].[Na+:36].[O:37]=[CH:38][N:39]([CH3:40])[CH3:41].[Pd:42]([Cl:43])[Cl:44].[c:45]1([P:46]([c:47]2[cH:48][cH:49][cH:50][cH:51][cH:52]2)[c:53]2[cH:54][cH:55][cH:56][cH:57][cH:58]2)[cH:59][cH:60][cH:61][cH:62][cH:63]1.[c:64]1([P:65]([c:66]2[cH:67][cH:68][cH:69][cH:70][cH:71]2)[c:72]2[cH:73][cH:74][cH:75][cH:76][cH:77]2)[cH:78][cH:79][cH:80][cH:81][cH:82]1>>[CH3:1][n:2]1[c:3](=[O:20])[o:4][c:5]2[c:6]1[cH:7][c:8](-[c:22]1[cH:23][n:24][cH:25][c:26]([F:30])[c:27]1[CH:28]=[O:29])[cH:9][cH:10]2. Reactants: Cl (hydrochloric acid), C(C1=CC=CC=C1)O[C@@H]1[C@H](N(C[C@H]1OCC1=CC=CC=C1)CC(CO)O)COCC1=CC=CC=C1 ((2R,3R,4R)-3,4-dibenzyloxy-2-benzyloxymethyl-1-(2,3-dihydroxyprop-1-yl)pyrrolidine), hydrochloride salt, compound 9, C(C1=CC=CC=C1)O[C@@H]1[C@H](N(C[C@H]1OCC1=CC=CC=C1)CC(CO)O)COCC1=CC=CC=C1 ((2R,3R,4R)-3,4-dibenzyloxy-2-benzyloxymethyl-1-(2,3-dihydroxyprop-1-yl)pyrrolidine), amine. The reagents and catalysts are [Pd] (Pd/C). Run in C(C)O (ethanol). Yields the product Cl.O[C@@H]1[C@H](N(C[C@H]1O)CC(CO)O)CO ((2R,3R,4R)-3,4-Dihydroxy-2-hydroxymethyl-1-(2,3-dihydroxyprop-1-yl)pyrrolidine hydrochloride), crystals. Yield: 100.0%. As a reaction SMILES: C([O:8][C@H:9]1[C@H:13]([O:14]CC2C=CC=CC=2)[CH2:12][N:11]([CH2:22][CH:23]([OH:26])[CH2:24][OH:25])[C@@H:10]1[CH2:27][O:28]CC1C=CC=CC=1)C1C=CC=CC=1.[ClH:36]>[Pd].C(O)C>[ClH:36].[OH:8][C@H:9]1[C@H:13]([OH:14])[CH2:12][N:11]([CH2:22][CH:23]([OH:26])[CH2:24][OH:25])[C@@H:10]1[CH2:27][OH:28] |f:4.5|. Procedure: The title compound was synthesized as described for compound 9 using (2R,3R,4R)-3,4-dibenzyloxy-2-benzyloxymethyl-1-(2,3-dihydroxyprop-1-yl)pyrrolidine (Compound 17) (0.424 g, 0.89 mmol), ethanol (80 ml), 10% Pd/C (0.1 g), and excess of 4 M hydrochloric acid to convert the amine to the hydrochloride salt. (2R,3R,4R)-3,4-Dihydroxy-2-hydroxymethyl-1-(2,3-dihydroxyprop-1-yl)pyrrolidine hydrochloride was obtained as white crystals (0.216 g, yield: 100%) with melting point above 230° C. (decompositio... The reactants are BrCC(=O)C1=C(C=C(C=C1C)OC1=NC=C(C=N1)OC)C (2-Bromo-1-{4-((5-methoxypyrimidin-2-yl)oxy)-2,6-dimethylphenyl}ethanone), NC(=S)N (thiourea). Solvent: CCO (EtOH). Product: COC=1C=NC(=NC1)OC1=CC(=C(C(=C1)C)C=1N=C(SC1)N)C (4-{4-((5-Methoxypyrimidin-2-yl)oxy)-2,6-dimethylphenyl}thiazol-2-amine). The yield is 83.2%. As a reaction SMILES: Br[CH2:2][C:3]([C:5]1[C:10]([CH3:11])=[CH:9][C:8]([O:12][C:13]2[N:18]=[CH:17][C:16]([O:19][CH3:20])=[CH:15][N:14]=2)=[CH:7][C:6]=1[CH3:21])=O.[NH2:22][C:23]([NH2:25])=[S:24]>CCO>[CH3:20][O:19][C:16]1[CH:15]=[N:14][C:13]([O:12][C:8]2[CH:9]=[C:10]([CH3:11])[C:5]([C:3]3[N:22]=[C:23]([NH2:25])[S:24][CH:2]=3)=[C:6]([CH3:21])[CH:7]=2)=[N:18][CH:17]=1. Procedure: A mixture of 2-bromo-1-{4-((5-methoxypyrimidin-2-yl)oxy)-2,6-dimethylphenyl}ethanone (8-3, 0.51 g, 1.5 mmol) and thiourea (0.13 g, 1.6 mmol) in 95% EtOH (10.0 mL) was heated at reflux for 60 min. The solution was concentrated and added with water (10 mL) and saturated aqueous Na2CO3 (1.0 mL). The resultant precipitate was filtered and washed with hot water. The solids were filtered and dried under vacuum to give 4-{4-((5-methoxypyrimidin-2-yl)oxy)-2,6-dimethylphenyl}thiazol-2-amine (8-4, 0.41 g)... Starting materials: O1C=CC2=C1CCN(CC2)C(CCCCCC2=CC=CC=C2)=O (1-(4,5,7,8-tetrahydrofuro[2,3-d]azepin-6-yl)-6-phenylhexan-1-one), CNC (dimethylamine), C=O (formaldehyde). Solvent: C(C)(=O)O (acetic acid). Conditions: temperature 100 celsius, time 30 minute. Yields the product CN(C)CC1=CC2=C(CCN(CC2)C(CCCCCC2=CC=CC=C2)=O)O1 (1-(2-dimethylaminomethyl-4,5,7,8-tetrahydrofuro[2,3-d]azepin-6-yl)-6-phenylhexan-1-one). RXN SMILES: [O:1]1[C:5]2[CH2:6][CH2:7][N:8]([C:11](=[O:23])[CH2:12][CH2:13][CH2:14][CH2:15][CH2:16][C:17]3[CH:22]=[CH:21][CH:20]=[CH:19][CH:18]=3)[CH2:9][CH2:10][C:4]=2[CH:3]=[CH:2]1.[CH3:24][NH:25][CH3:26].[CH2:27]=O>C(O)(=O)C>[CH3:24][N:25]([CH2:27][C:2]1[O:1][C:5]2[CH2:6][CH2:7][N:8]([C:11](=[O:23])[CH2:12][CH2:13][CH2:14][CH2:15][CH2:16][C:17]3[CH:18]=[CH:19][CH:20]=[CH:21][CH:22]=3)[CH2:9][CH2:10][C:4]=2[CH:3]=1)[CH3:26]. Procedure: To a solution of 0.230 g (0.739 mmol) of 1-(4,5,7,8-tetrahydrofuro[2,3-d]azepin-6-yl)-6-phenylhexan-1-one in 20 ml of acetic acid, 80 mg (0.89 mmol) of 50% aqueous dimethylamine and 72 mg (0.89 mmol) of 37% aqueous formaldehyde were added, followed by stirring at 100° C. for 30 minutes. After the solvent was distilled off under reduced pressure, the residual solution was alkalified with aqueous sodium hydroxide and extracted with dichloromethane 3 times. The combined organic layer was dried over...